Task: describe an organic reaction: reactants, conditions, products, and yield. Dataset: the Open Reaction Database (ORD), a public repository of structured organic reaction records Starting materials: CS(=O)(=O)Cl, CS(=O)(=O)c1ccc(-c2cc(N)nn2-c2ccc(F)cc2)cc1, c1ccncc1. Yields the product CS(=O)(=O)Nc1cc(-c2ccc(S(C)(=O)=O)cc2)n(-c2ccc(F)cc2)n1. As a reaction SMILES: [CH3:24][S:25]([Cl:26])(=[O:27])=[O:28].[F:1][c:2]1[cH:3][cH:4][c:5](-[n:8]2[n:9][c:10]([NH2:23])[cH:11][c:12]2-[c:13]2[cH:14][cH:15][c:16]([S:19](=[O:20])(=[O:21])[CH3:22])[cH:17][cH:18]2)[cH:6][cH:7]1.[cH:29]1[cH:30][cH:31][n:32][cH:33][cH:34]1>>[F:1][c:2]1[cH:3][cH:4][c:5](-[n:8]2[n:9][c:10]([NH:23][S:25]([CH3:24])(=[O:27])=[O:28])[cH:11][c:12]2-[c:13]2[cH:14][cH:15][c:16]([S:19](=[O:20])(=[O:21])[CH3:22])[cH:17][cH:18]2)[cH:6][cH:7]1. Reported procedure: n-Butyllithium (2.5M solution in hexane, 7ml) in diethyl ether (30ml) was stirred at -70° C. under a nitrogen atmosphere and 2-trimethylsilylthiazole (2.5g) in diethyl ether (10 ml) was added dropwise. After 30 minutes, acetophenone (2.3g) in diethyl ether (10 ml) was added dropwise. After a further 45 minutes the mixture was allowed to warm to room temperature and was then left overnight. Water was added and the mixture was extracted with diethyl ether. The material thus obtained was purified b... RXN SMILES: C([Li])CCC.C[Si](C)(C)[C:8]1[S:9][CH:10]=[CH:11][N:12]=1.[C:15]([C:18]1[CH:23]=[CH:22][CH:21]=[CH:20][CH:19]=1)(=[O:17])[CH3:16].O>C(OCC)C>[C:18]1([C:15]([C:10]2[S:9][CH:8]=[N:12][CH:11]=2)([OH:17])[CH3:16])[CH:23]=[CH:22][CH:21]=[CH:20][CH:19]=1. Yields the product C1(=CC=CC=C1)C(C)(O)C1=CN=CS1 (1-Phenyl-1-(5-thiazolyl)ethanol). Reaction conditions: time 30 minute. Reactants: C[Si](C=1SC=CN1)(C)C (2-trimethylsilylthiazole), C(C)(=O)C1=CC=CC=C1 (acetophenone), O (Water), C(CCC)[Li] (n-Butyllithium). Run in C(C)OCC (diethyl ether), C(C)OCC (diethyl ether), C(C)OCC (diethyl ether). The reactants are C(C1=CC=CC=C1)N1CCC(CC1)CCC#N (3-(1-benzylpiperidin-4-yl)propanenitrile), [NH4+].[OH-] (ammonia aqueous). Reagents/catalysts: [Ni] (Raney nickel). Run in C(C)O (ethanol). Yields the product C(C1=CC=CC=C1)N1CCC(CC1)CCCN (3-(1-benzylpiperidin-4-yl)propylamine). The yield is 78.6%. As a reaction SMILES: [CH2:1]([N:8]1[CH2:13][CH2:12][CH:11]([CH2:14][CH2:15][C:16]#[N:17])[CH2:10][CH2:9]1)[C:2]1[CH:7]=[CH:6][CH:5]=[CH:4][CH:3]=1.[NH4+].[OH-]>[Ni].C(O)C>[CH2:1]([N:8]1[CH2:13][CH2:12][CH:11]([CH2:14][CH2:15][CH2:16][NH2:17])[CH2:10][CH2:9]1)[C:2]1[CH:7]=[CH:6][CH:5]=[CH:4][CH:3]=1 |f:1.2|. Procedure: A mixture of 3-(1-benzylpiperidin-4-yl)propanenitrile (0.5 g), Raney nickel (0.3 ml) and a conc. ammonia aqueous solution (1 ml) in ethanol (10 ml) was hydrogenated at atmospheric pressure for 6 hours. After Raney nickel was removed by filtration, the filtrate was evaporated in vacuo. The residue was chromatographed on alumina eluting with 2% methanol in chloroform and the fractions containing the object product were collected and evaporated to give 3-(1-benzylpiperidin-4-yl)propylamine (0.4 g) ...